From a dataset of the Open Reaction Database (ORD), a public repository of structured organic reaction records. describe an organic reaction: reactants, conditions, products, and yield As a reaction SMILES: [NH:1]([C:5]1[C:10]2[O:11][CH2:12][CH2:13][O:14][C:9]=2[C:8]([C:15]([OH:17])=[O:16])=[CH:7][CH:6]=1)[C:2]([CH3:4])=[O:3].C(OC(=O)C)(=O)C.[N+:25]([O-:28])([OH:27])=[O:26]>C(O)(=O)C>[N+:25]([C:6]1[CH:7]=[C:8]([C:15]([OH:17])=[O:16])[C:9]2[O:14][CH2:13][CH2:12][O:11][C:10]=2[C:5]=1[NH:1][C:2]([CH3:4])=[O:3])([O-:27])=[O:26].[N+:25]([C:7]1[CH:6]=[C:5]([NH:1][C:2]([CH3:4])=[O:3])[C:10]2[O:11][CH2:12][CH2:13][O:14][C:9]=2[C:8]=1[C:15]([OH:17])=[O:16])([O-:28])=[O:26]. Reported procedure: 42 g of 8-acetamino-1,4-benzodioxane-5-carboxylic acid, 75 ml of acetic acid and 75 ml of acetic anhydride were introduced into a balloon flask and then a solution of 17.5 ml of nitric acid (d=1.49) in 17 ml of acetic acid was added, with the temperature being left rising. After dissolution and crystallization, 50 ml of acetic acid were added. The mixture was agitated at 40°-45° C. and then cooled to 20° C. The precipitate was dried off, washed with acetic acid and water and dried. 13.5 g of a 5... The reactants are [N+](=O)(O)[O-] (nitric acid), N(C(=O)C)C1=CC=C(C2=C1OCCO2)C(=O)O (8-acetamino-1,4-benzodioxane-5-carboxylic acid), C(C)(=O)OC(C)=O (acetic anhydride). Run at temperature 20 celsius. Isolated yield 50.0%. The solvent is C(C)(=O)O (acetic acid), C(C)(=O)O (acetic acid), C(C)(=O)O (acetic acid). Product: mixture, [N+](=O)([O-])C=1C=C(C2=C(OCCO2)C1NC(=O)C)C(=O)O (7-nitro-8-acetamino-1,4-benzodioxane-5-carboxylic acid), [N+](=O)([O-])C1=C(C2=C(OCCO2)C(=C1)NC(=O)C)C(=O)O (6-nitro-8-acetamino-1,4-benzodioxane-5-carboxylic acid). Reactants: NC1=NC=CC=C1 (2-Aminopyridine), C(C(=O)Cl)(=O)Cl (Oxalyl chloride), CN(C=O)C (dimethylformamide), C(C)(C)(C)C1=CC=C(C=C1)S(=O)(=O)NC1=C(C(=NC(=N1)N1CCOCC1)OCCC(=O)O)OC1=C(C=CC=C1)OC (3-[6-(4-t-Butylphenylsulfonylamino)-5-(2-methoxyphenoxy)-2-morpholino-4-pyrimidinyloxy]propionic acid). The solvent is C(Cl)Cl (methylene chloride). Reaction conditions: time 30 minute. Yields the product N1=C(C=CC=C1)NC(CCOC1=NC(=NC(=C1OC1=C(C=CC=C1)OC)NS(=O)(=O)C1=CC=C(C=C1)C(C)(C)C)N1CCOCC1)=O (N-(2-pyridyl)-3-[6-(4-t-butylphenylsulfonylamino)-5-(2-methoxyphenoxy)-2-morpholino-4- pyrimidinyloxy]propionamide). Isolated yield 37.3%. Reaction SMILES: [C:1]([C:5]1[CH:10]=[CH:9][C:8]([S:11]([NH:14][C:15]2[N:20]=[C:19]([N:21]3[CH2:26][CH2:25][O:24][CH2:23][CH2:22]3)[N:18]=[C:17]([O:27][CH2:28][CH2:29][C:30](O)=[O:31])[C:16]=2[O:33][C:34]2[CH:39]=[CH:38][CH:37]=[CH:36][C:35]=2[O:40][CH3:41])(=[O:13])=[O:12])=[CH:7][CH:6]=1)([CH3:4])([CH3:3])[CH3:2].C(Cl)(=O)C(Cl)=O.CN(C)C=O.[NH2:53][C:54]1[CH:59]=[CH:58][CH:57]=[CH:56][N:55]=1>C(Cl)Cl>[N:55]1[CH:56]=[CH:57][CH:58]=[CH:59][C:54]=1[NH:53][C:30](=[O:31])[CH2:29][CH2:28][O:27][C:17]1[C:16]([O:33][C:34]2[CH:39]=[CH:38][CH:37]=[CH:36][C:35]=2[O:40][CH3:41])=[C:15]([NH:14][S:11]([C:8]2[CH:9]=[CH:10][C:5]([C:1]([CH3:4])([CH3:3])[CH3:2])=[CH:6][CH:7]=2)(=[O:13])=[O:12])[N:20]=[C:19]([N:21]2[CH2:22][CH2:23][O:24][CH2:25][CH2:26]2)[N:18]=1. Procedure: 3-[6-(4-t-Butylphenylsulfonylamino)-5-(2-methoxyphenoxy)-2-morpholino-4-pyrimidinyloxy]propionic acid (121 mg) was dissolved in methylene chloride (0.9 ml). Oxalyl chloride (27 mg) and dimethylformamide (1 droplet) were added, and the mixture was stirred for 30 minutes at room temperature. 2-Aminopyridine (38 mg) was added, and the mixture was stirred overnight at room temperature. After the solvent was evaporated, ethyl acetate was added. The organic layer was successively washed with 0.5N-HCl,... The reactants are O1C(OCC1)C1=NC(=CC=C1)F (2-[1,3]dioxolan-2-yl-6-fluoropyridine), CNC (dimethylamine), C(C)O (ethanol). Run at temperature 100 celsius. Yields the product O1C(OCC1)C1=CC=CC(=N1)N(C)C ((6-[1,3]dioxolan-2-yl-pyridin-2-yl)dimethyl-amine). RXN SMILES: [O:1]1[CH2:5][CH2:4][O:3][CH:2]1[C:6]1[CH:11]=[CH:10][CH:9]=[C:8](F)[N:7]=1.[CH3:13][NH:14][CH3:15].C(O)C>>[O:1]1[CH2:5][CH2:4][O:3][CH:2]1[C:6]1[N:7]=[C:8]([N:14]([CH3:15])[CH3:13])[CH:9]=[CH:10][CH:11]=1. Procedure details: 0.60 g of 2-[1,3]dioxolan-2-yl-6-fluoropyridine (3.55 mmol) and 2.50 ml of dimethylamine at 33% in ethanol (17.7 mmol) are mixed and then the mixture is heated at the temperature of 100° C. for 12 hours. After evaporation under vacuum, the residue is taken up in chloroform, the mixture is washed with water, dried over magnesium sulfate, filtered and the chloroform is evaporated under vacuum. The title product is obtained in the form of a yellow oil which is used in the next stage without further... Starting materials: CCc1cccc(N2CCN(C(=O)OC(C)(C)C)CC2)c1, CCOC(C)=O. Product: CCc1cccc(N2CCNCC2)c1. Reaction SMILES: [C:1]([O:2][C:3]([CH3:4])([CH3:5])[CH3:6])(=[O:7])[N:8]1[CH2:9][CH2:10][N:11]([c:14]2[cH:15][c:16]([CH2:20][CH3:21])[cH:17][cH:18][cH:19]2)[CH2:12][CH2:13]1.[CH3:22][CH2:23][O:24][C:25]([CH3:26])=[O:27]>>[NH:8]1[CH2:9][CH2:10][N:11]([c:14]2[cH:15][c:16]([CH2:20][CH3:21])[cH:17][cH:18][cH:19]2)[CH2:12][CH2:13]1. The yield is 82.9%. Reported procedure: A 250 mL RB flask was charged with quinoline-6-carboxylic acid (5.00 g, 28.9 mmol), DCM (100 ml, 1554 mmol), oxalyl chloride (3.79 ml, 43.3 mmol), and a few drops of DMF and stirred at RT for 2 hours, then concentrated. The residue was taken up in DCM (100 ml, 1554 mmol), cooled to 0° C., then Hunig's Base (17.7 ml, 101 mmol) and N-methoxymethanamine hydrochloride (2.96 g, 30.3 mmol) were added slowly. The mixture was stirred at room temperature for 16 hours (91463-3-1). The mixture was diluted ... As a reaction SMILES: [Cl:1][C:2]1[N:7]=[N:6][C:5]([NH2:8])=[CH:4][CH:3]=1.CO[CH:11](OC)[N:12]([CH3:14])[CH3:13].ClC1C=CC2N(C(C(C3C=C4C(=CC=3)N=CC=C4)=O)=CN=2)N=1>>[Cl:1][C:2]1[N:7]=[N:6][C:5](/[N:8]=[CH:11]/[N:12]([CH3:14])[CH3:13])=[CH:4][CH:3]=1. Run at temperature 110 celsius, time 16 hour. The product is ClC1=CC=C(N=N1)/N=C/N(C)C ((E)-N′-(6-chloropyridazin-3-yl)-N,N-dimethylformamidine). The reactants are ClC=1C=CC=2N(N1)C(=CN2)C(=O)C=2C=C1C=CC=NC1=CC2 ((6-Chloroimidazo[1,2-b]pyridazin-3-yl)(quinolin-6-yl)methanone), ClC1=CC=C(N=N1)N (6-chloropyridazin-3-amine), COC(N(C)C)OC (dimethoxy-N,N-dimethylmethanamine). Product: CC(CCl)=NOOC(C)(C)C. The reactants are C=C(C)C, CCOCC, CC(CCl)=NO, [Na+], O=C([O-])O, O=S(=O)(O)O. RXN SMILES: [CH2:12]=[C:13]([CH3:14])[CH3:15].[CH3:21][CH2:22][O:23][CH2:24][CH3:25].[Cl:1][CH2:2][C:3]([CH3:4])=[N:5][OH:6].[Na+:16].[OH:17][C:18](=[O:19])[O-:20].[S:7](=[O:8])(=[O:9])([OH:10])[OH:11]>>[Cl:1][CH2:2][C:3]([CH3:4])=[N:5][O:6][O:17][C:13]([CH3:12])([CH3:14])[CH3:15]. Reactants: S(=O)(Cl)Cl (Thionyl chloride), ClC1=C(OC(C(=O)O)C)C=CC(=C1C)Cl (2-(2,4-dichloro-3-methylphenoxy)-propionic acid). Yields the product ClC1=C(OC(C(=O)Cl)C)C=CC(=C1C)Cl (2-(2,4-dichloro-3-methylphenoxy)propionyl chloride). Isolated yield 106.2%. RXN SMILES: S(Cl)([Cl:3])=O.[Cl:5][C:6]1[C:17]([CH3:18])=[C:16]([Cl:19])[CH:15]=[CH:14][C:7]=1[O:8][CH:9]([CH3:13])[C:10](O)=[O:11]>>[Cl:5][C:6]1[C:17]([CH3:18])=[C:16]([Cl:19])[CH:15]=[CH:14][C:7]=1[O:8][CH:9]([CH3:13])[C:10]([Cl:3])=[O:11]. Reported procedure: Thionyl chloride (17.9 g; 0.15 mole) was added to 12.5 g (0.05 mole) of 2-(2,4-dichloro-3-methylphenoxy)-propionic acid, and the mixture was heated under reflux for 3 hours. The excess of thionyl chloride was distilled off from the reaction mixture to give 14.2 g of crude 2-(2,4-dichloro-3-methylphenoxy)propionyl chloride. A solution of 14.2 g of the crude chloride in 50 ml of diethyl ether was added dropwise to a mixture of 4.65 g (0.05 mole) and 40 g (0.05 mole) of a 5% aqueous solution of sod...